This data is from the Open Reaction Database (ORD), a public repository of structured organic reaction records. The task is: describe an organic reaction: reactants, conditions, products, and yield The reactants are CC1(C(N(C(N1CCCCCCCCCS(=O)(=O)CCCC(C(F)(F)F)(F)F)=O)C1=CC(=C(C=C1)[N+](=O)[O-])C(F)(F)F)=O)C (5,5-dimethyl-3-[4-nitro-3-(trifluoromethyl)phenyl]-1-{9-[(4,4,5,5,5-pentafluoropentyl)sulphonyl]nonyl}imidazolidine-2,4-dione), CC1(N(C(N(C1=O)C1=CC(=C(C=C1)NS(=O)(=O)N)C)=O)CCCCCCCCCS(=O)CCCC(C(F)(F)F)(F)F)C (N-[4-(4,4-dimethyl-2,5-dioxo-3-{9-[(4,4,5,5,5-pentafluoropentyl)sulphinyl]nonyl}imidazolidin-1-yl)-2-methylphenyl]sulphamide). Yields the product CC1(N(C(N(C1=O)C1=CC(=C(C=C1)NS(=O)(=O)N)C)=O)CCCCCCCCCS(=O)(=O)CCCC(C(F)(F)F)(F)F)C (N-[4-(4,4-dimethyl-2,5-dioxo-3-{9-[(4,4,5,5,5-pentafluoropentyl)sulphonyl]nonyl}imidazolidin-1-yl)-2-methylphenyl]sulphamide). As a reaction SMILES: [CH3:1][C:2]1([CH3:44])[N:6]([CH2:7][CH2:8][CH2:9][CH2:10][CH2:11][CH2:12][CH2:13][CH2:14][CH2:15][S:16]([CH2:19][CH2:20][CH2:21][C:22]([F:28])([F:27])[C:23]([F:26])([F:25])[F:24])(=[O:18])=[O:17])[C:5](=[O:29])[N:4]([C:30]2[CH:35]=[CH:34][C:33]([N+:36]([O-])=O)=[C:32]([C:39](F)(F)F)[CH:31]=2)[C:3]1=[O:43].CC1(C)C(=O)N(C2C=CC([NH:58][S:59](N)(=[O:61])=[O:60])=C(C)C=2)C(=O)N1CCCCCCCCCS(CCCC(F)(F)C(F)(F)F)=O>>[CH3:44][C:2]1([CH3:1])[C:3](=[O:43])[N:4]([C:30]2[CH:35]=[CH:34][C:33]([NH:36][S:59]([NH2:58])(=[O:61])=[O:60])=[C:32]([CH3:39])[CH:31]=2)[C:5](=[O:29])[N:6]1[CH2:7][CH2:8][CH2:9][CH2:10][CH2:11][CH2:12][CH2:13][CH2:14][CH2:15][S:16]([CH2:19][CH2:20][CH2:21][C:22]([F:28])([F:27])[C:23]([F:26])([F:24])[F:25])(=[O:18])=[O:17]. Procedure details: The experimental protocol used is the same as that described for the synthesis of the compound of Example 3, the compound of Example 31 replacing the compound of Example 2. A colourless oil is obtained.